From a dataset of the Open Reaction Database (ORD), a public repository of structured organic reaction records. describe an organic reaction: reactants, conditions, products, and yield As a reaction SMILES: [N+:1]([C:4]1[CH:5]=[CH:6][C:7](OC2C=C3C(=CC=2)OC(C2C=CC=CC=2)CC3)=[N:8][CH:9]=1)([O-:3])=[O:2].[CH3:27][O:28][C:29]1[CH:34]=[CH:33][CH:32]=[CH:31][C:30]=1[CH:35]1[CH2:44][CH:43]([OH:45])[C:42]2[C:37](=[CH:38][CH:39]=[C:40]([OH:46])[CH:41]=2)[O:36]1>>[CH3:27][O:28][C:29]1[CH:34]=[CH:33][CH:32]=[CH:31][C:30]=1[CH:35]1[CH2:44][CH:43]([OH:45])[C:42]2[C:37](=[CH:38][CH:39]=[C:40]([O:46][C:7]3[CH:6]=[CH:5][C:4]([N+:1]([O-:3])=[O:2])=[CH:9][N:8]=3)[CH:41]=2)[O:36]1. Product: COC1=C(C=CC=C1)C1OC2=CC=C(C=C2C(C1)O)OC1=NC=C(C=C1)[N+](=O)[O-] (2-(2-Methoxyphenyl)-6-(5-nitropyridin-2-yloxy)chroman-4-ol). Procedure: 2-(2-Methoxyphenyl)-6-(5-nitropyridin-2-yloxy)chroman-4-ol was prepared as described for 5-nitro-2-(2-phenylchroman-6-yloxy)pyridine in Example 1(b) starting from 2-(2-methoxyphenyl)chroman-4,6-diol. 1H NMR (400 MHz, d6-DMSO) δ: 9.04 (d, 1H, J 2.9 Hz), 8.61 (dd, 1H, J 9.1, 2.9 Hz), 7.49 (dd, 1H, J 7.6, 1.7 Hz), 7.34 (dt, 1H, J 8.3, 7.5, 1.7 Hz), 7.24 (d, 1H, J 2.8 Hz), 7.22 (d, 1H, J 9.1 Hz), 7.07 (d, 1H, J 8.3 Hz), 7.03 (d, 1H, J 7.5 Hz), 7.01 (dd, 1H, J 8.7, 2.8 Hz), 6.88 (d, 1H, J 8.7 Hz), 5.... Starting materials: [N+](=O)([O-])C=1C=CC(=NC1)OC=1C=C2CCC(OC2=CC1)C1=CC=CC=C1 (5-nitro-2-(2-phenylchroman-6-yloxy)pyridine), COC1=C(C=CC=C1)C1OC2=CC=C(C=C2C(C1)O)O (2-(2-methoxyphenyl)chroman-4,6-diol).